From a dataset of the Open Reaction Database (ORD), a public repository of structured organic reaction records. describe an organic reaction: reactants, conditions, products, and yield The reactants are [BH4-], C=CCNc1cc(C=O)cc(S(N)(=O)=O)c1Oc1ccccc1, CC(C)N, CO, CC(=O)O, [Na+], O. The product is C=CCNc1cc(CNC(C)C)cc(S(N)(=O)=O)c1Oc1ccccc1. As a reaction SMILES: [BH4-:30].[CH2:1]([CH:2]=[CH2:3])[NH:4][c:5]1[cH:6][c:7]([CH:8]=[O:9])[cH:10][c:11]([S:20]([NH2:21])(=[O:22])=[O:23])[c:12]1[O:13][c:14]1[cH:15][cH:16][cH:17][cH:18][cH:19]1.[CH3:24][CH:25]([CH3:26])[NH2:27].[CH3:28][OH:29].[CH3:33][C:34](=[O:35])[OH:36].[Na+:31].[OH2:32]>>[CH2:1]([CH:2]=[CH2:3])[NH:4][c:5]1[cH:6][c:7]([CH2:8][NH:27][CH:25]([CH3:24])[CH3:26])[cH:10][c:11]([S:20]([NH2:21])(=[O:22])=[O:23])[c:12]1[O:13][c:14]1[cH:15][cH:16][cH:17][cH:18][cH:19]1.